describe an organic reaction: reactants, conditions, products, and yield From a dataset of the Open Reaction Database (ORD), a public repository of structured organic reaction records. Reactants: COC(=O)NC(C(=O)NN(Cc1ccc(-c2nnn(C(C)(C)C)n2)cc1)CC(O)C(N)Cc1ccccc1)C(C)(C)C, ClCCl, COC(=O)NC(C(=O)O)C(C)C, Cl, CN(C)C=O. Yields the product COC(=O)NC(C(=O)NC(Cc1ccccc1)C(O)CN(Cc1ccc(-c2nnn(C(C)(C)C)n2)cc1)NC(=O)C(NC(=O)OC)C(C)(C)C)C(C)C. As a reaction SMILES: [C:14]([CH3:15])([CH3:16])([CH3:17])[n:18]1[n:19][c:20](-[c:23]2[cH:24][cH:25][c:26]([CH2:29][N:30]([CH2:31][CH:32]([CH:33]([CH2:34][c:35]3[cH:36][cH:37][cH:38][cH:39][cH:40]3)[NH2:41])[OH:42])[NH:43][C:44]([CH:45]([NH:46][C:47](=[O:48])[O:49][CH3:50])[C:51]([CH3:52])([CH3:53])[CH3:54])=[O:55])[cH:27][cH:28]2)[n:21][n:22]1.[CH2:61]([Cl:62])[Cl:63].[CH3:1][O:2][C:3](=[O:4])[NH:5][CH:6]([CH:7]([CH3:8])[CH3:9])[C:10](=[O:11])[OH:12].[ClH:13].[O:56]=[CH:57][N:58]([CH3:59])[CH3:60]>>[CH3:1][O:2][C:3](=[O:4])[NH:5][CH:6]([CH:7]([CH3:8])[CH3:9])[C:10](=[O:11])[NH:41][CH:33]([CH:32]([CH2:31][N:30]([CH2:29][c:26]1[cH:25][cH:24][c:23](-[c:20]2[n:19][n:18]([C:14]([CH3:15])([CH3:16])[CH3:17])[n:22][n:21]2)[cH:28][cH:27]1)[NH:43][C:44]([CH:45]([NH:46][C:47](=[O:48])[O:49][CH3:50])[C:51]([CH3:52])([CH3:53])[CH3:54])=[O:55])[OH:42])[CH2:34][c:35]1[cH:36][cH:37][cH:38][cH:39][cH:40]1. Starting materials: C(C)C1=NN2C(C=CC=C2)=C1N(C(COC)=O)CCCF (N-(2-ethylpyrazolo[1,5-a]pyridin-3-yl)-N-(3-fluoropropyl)-2-methoxyacetamide), C(C)(=O)OCC.CCCCCC (ethyl acetate hexane). Solvent: C1CCOC1 (THF). Conditions: time 5.5 hour. Yields the product yellow oil, C(C)C1=NN2C(C=CC=C2)=C1N(CCOC)CCCF (2-ethyl-N-(3-fluoropropyl)-N-(2-methoxyethyl)pyrazolo[1,5-a]pyridin-3-amine). The yield is 20.0%. As a reaction SMILES: [CH2:1]([C:3]1[C:11]([N:12]([CH2:18][CH2:19][CH2:20][F:21])[C:13](=O)[CH2:14][O:15][CH3:16])=[C:6]2[CH:7]=[CH:8][CH:9]=[CH:10][N:5]2[N:4]=1)[CH3:2].C(OCC)(=O)C.CCCCCC>C1COCC1>[CH2:1]([C:3]1[C:11]([N:12]([CH2:18][CH2:19][CH2:20][F:21])[CH2:13][CH2:14][O:15][CH3:16])=[C:6]2[CH:7]=[CH:8][CH:9]=[CH:10][N:5]2[N:4]=1)[CH3:2] |f:1.2|. Reported procedure: A 0° C. solution of N-(2-ethylpyrazolo[1,5-a]pyridin-3-yl)-N-(3-fluoropropyl)-2-methoxyacetamide (1.62 g, 5.5 mmol) in THF (25 mL) was treated with borane dimethyl sulfide complex (1.1 mL, 11.0 mmol). The reaction was stirred at room temperature for 5.5 hours. The reaction was quenched with 2N HCl then made basic with 4N NaOH. The mixture was extracted twice with ethyl acetate. The combined organic layers was washed with brine, dried over MgSO4 and concentrated in vacuo to give a yellow oil whic... Reactants: FC(C(=O)O)(F)F.C(C)(C)N(C(C)C)CC (N,N-diisopropylethylamine trifluoroacetate), C(C)N1C(CNCC1)=O (1-Ethyl-2-oxopiperazine), FC=1C=C(C=CC1F)[N+](=O)[O-] (3,4-difluoronitrobenzene), C(C)(C)N(C(C)C)CC (N,N-diisopropylethylamine). The solvent is C(C)#N (acetonitrile). Product: FC=1C=C(C=CC1N1CC(N(CC1)CC)=O)[N+](=O)[O-] (3-fluoro-4-(4-ethyl-3-oxopiperazin-1-yl)nitrobenzene). RXN SMILES: [CH2:1]([N:3]1[CH2:8][CH2:7][NH:6][CH2:5][C:4]1=[O:9])[CH3:2].C(N(CC)C(C)C)(C)C.[F:19][C:20]1[CH:21]=[C:22]([N+:27]([O-:29])=[O:28])[CH:23]=[CH:24][C:25]=1F.FC(F)(F)C(O)=O.C(N(CC)C(C)C)(C)C>C(#N)C>[F:19][C:20]1[CH:21]=[C:22]([N+:27]([O-:29])=[O:28])[CH:23]=[CH:24][C:25]=1[N:6]1[CH2:7][CH2:8][N:3]([CH2:1][CH3:2])[C:4](=[O:9])[CH2:5]1 |f:3.4|. Procedure: 1-Ethyl-2-oxopiperazine (3TFA salt, 10.5 g) was dissolved in acetonitrile (200 ml), and N,N-diisopropylethylamine (19.5 ml) followed by 3,4-difluoronitrobenzene (2.25 ml) were added. The mixture was heated to reflux for 18 hours. Solvent was evaporated, and the residue chromatographed on silica using as eluant a gradient increasing in polarity from 0 to 4% methanol in dichloromethane. Relevant fractions were combined and evaporated to give a solid containing some N,N-diisopropylethylamine triflu... Starting materials: ClC1=C(C(=CC=C1)Cl)O (2,6-dichlorophenol), CC1=C(C(=CC(=C1)C)C)O (2,4,6-trimethyl phenol), [OH-].[Na+] (sodium hydroxide), [OH-].[Na+] (sodium hydroxide), C1(=CC=CC=C1)NC(CCl)=O (N-phenyl chloroacetamide). Run in C1(=CC=CC=C1)C (toluene), C1(=CC=CC=C1)C (toluene), O (water), O (water), CN(C=O)C (N,N-dimethylformamide). Yields the product C1(=CC=CC=C1)NC1=C(C=CC=C1Cl)Cl (N-phenyl 2,6-dichloroaniline). Isolated yield 91.0%. RXN SMILES: CC1C=C(C)C=C(C)C=1O.[OH-].[Na+].[Cl:13][C:14]1[CH:19]=[CH:18][CH:17]=[C:16]([Cl:20])[C:15]=1O.[C:22]1([NH:28]C(=O)CCl)[CH:27]=[CH:26][CH:25]=[CH:24][CH:23]=1>O.C1(C)C=CC=CC=1.CN(C)C=O>[C:22]1([NH:28][C:15]2[C:14]([Cl:13])=[CH:19][CH:18]=[CH:17][C:16]=2[Cl:20])[CH:27]=[CH:26][CH:25]=[CH:24][CH:23]=1 |f:1.2|. Procedure details: 37.6 g of 2,4,6-trimethyl phenol and 11 g of sodium hydroxide were dissolved in 30 ml of water and mixed with 150 ml of toluene. The toluene recovered from heating was mixed with 139 ml of N,N-dimethylformamide to obtain a N,N-dimethylformamide solution. 40 g of 2,6-dichlorophenol was dissolved in 130 ml of toluene, followed by the addition of 9.8 g of sodium hydroxide in 20 ml of water, 41.5 g of N-phenyl chloroacetamide and 8.7 ml of N,N-dimethylformamide, and refluxed in a oil bath at 140°-15... Reactants: C=CCN(CCCl)Cc1ccoc1, [Li]CCCC, CCCCCC, [Na+], C1CCOC1, [OH-]. The product is C=CCN1CCc2occc2C1. As a reaction SMILES: [CH2:1]([CH:2]=[CH2:3])[N:4]([CH2:5][c:6]1[cH:7][o:8][cH:9][cH:10]1)[CH2:11][CH2:12][Cl:13].[CH2:20]([Li:21])[CH2:22][CH2:23][CH3:24].[CH3:14][CH2:15][CH2:16][CH2:17][CH2:18][CH3:19].[Na+:26].[O:27]1[CH2:28][CH2:29][CH2:30][CH2:31]1.[OH-:25]>>[CH2:1]([CH:2]=[CH2:3])[N:4]1[CH2:5][c:6]2[c:7]([o:8][cH:9][cH:10]2)[CH2:12][CH2:11]1. Starting materials: C(#N)C=1C=C(C=CC1)C(CC(=O)OC)=O (methyl 3-(3-cyanophenyl)-3-oxopropionate), BrN1C(CCC1=O)=O (N-bromosuccinimide). Run in C(Cl)(Cl)(Cl)Cl (carbon tetrachloride). Conditions: temperature 25 celsius, time 2 hour. The product is BrC(C(=O)OC)C(=O)C1=CC(=CC=C1)C#N (methyl 2-bromo-3-(3-cyanophenyl)-3-oxopropionate). Isolated yield 95.0%. Reaction SMILES: [C:1]([C:3]1[CH:4]=[C:5]([C:9](=[O:15])[CH2:10][C:11]([O:13][CH3:14])=[O:12])[CH:6]=[CH:7][CH:8]=1)#[N:2].[Br:16]N1C(=O)CCC1=O>C(Cl)(Cl)(Cl)Cl>[Br:16][CH:10]([C:9]([C:5]1[CH:6]=[CH:7][CH:8]=[C:3]([C:1]#[N:2])[CH:4]=1)=[O:15])[C:11]([O:13][CH3:14])=[O:12]. Reported procedure: To a solution of methyl 3-(3-cyanophenyl)-3-oxopropionate (0.91 g, 4.48 mmol) in 20 mL of carbon tetrachloride at 0° C. was added N-bromosuccinimide (0.80 g, 4.48 mmol). The resulting solution was allowed warm to 25° C. and was stirred for 2 h. The insoluble succinimide was filtered off and the solution was concentrated in vacuo to afford an oil (1.2 g, 95%) which was sufficiently pure to be used without purification. MS(H2O GC-MS) 282/284 (M+H)+. The reactants are C(#N)NC1=CC(=C(OC=2C=CC(=C(C(=O)N(C)C3CCC3)C2)O)C(=C1)C)C (5-(4-cyanoamino-2,6-dimethyl-phenoxy)-N-cyclobutyl-2-hydroxy-N-methyl-benzamide), [N-]=[N+]=[N-].[Na+] (Sodium azide), [Cl-].[NH4+] (ammonium chloride). Reaction conditions: temperature 165 celsius. The product is C1(CCC1)N(C(C1=C(C=CC(=C1)OC1=C(C=C(C=C1C)NC1=NN=NN1)C)O)=O)C (N-Cyclobutyl-5-[2,6-dimethyl-4-(1H-tetrazol-5-ylamino)-phenoxy]-2-hydroxy-N-methyl-benzamide). Reaction SMILES: [C:1]([NH:3][C:4]1[CH:25]=[C:24]([CH3:26])[C:7]([O:8][C:9]2[CH:10]=[CH:11][C:12]([OH:23])=[C:13]([CH:22]=2)[C:14]([N:16]([CH:18]2[CH2:21][CH2:20][CH2:19]2)[CH3:17])=[O:15])=[C:6]([CH3:27])[CH:5]=1)#[N:2].[N-:28]=[N+:29]=[N-:30].[Na+].[Cl-].[NH4+]>>[CH:18]1([N:16]([CH3:17])[C:14](=[O:15])[C:13]2[CH:22]=[C:9]([O:8][C:7]3[C:6]([CH3:27])=[CH:5][C:4]([NH:3][C:1]4[NH:30][N:29]=[N:28][N:2]=4)=[CH:25][C:24]=3[CH3:26])[CH:10]=[CH:11][C:12]=2[OH:23])[CH2:21][CH2:20][CH2:19]1 |f:1.2,3.4|. Procedure details: N-Cyclobutyl-5-[2,6-dimethyl-4-(1H-tetrazol-5-ylamino)-phenoxy]-2-hydroxy-N-methyl-benzamide was prepared from 5-(4-cyanoamino-2,6-dimethyl-phenoxy)-N-cyclobutyl-2-hydroxy-N-methyl-benzamide according to a procedure analogous to that described in EXAMPLE 1, Step C. Sodium azide (1.2 equiv) and ammonium chloride (10 equiv) were used, and the reaction was heated to 165° C. for 5 hours. After the reaction had been acidified, the aqueous mixture was washed with ethyl acetate (3×10 ml). The combined ...